Dataset: the Open Reaction Database (ORD), a public repository of structured organic reaction records. Task: describe an organic reaction: reactants, conditions, products, and yield Reactants: CC#N, CCN(C(C)C)C(C)C, O=C1CSC(=S)N1, NC(CO)c1ccccc1. Product: O=C1CSC(NC(CO)c2ccccc2)=N1. Reaction SMILES: [CH3:27][C:28]#[N:29].[CH:18]([N:19]([CH2:20][CH3:21])[CH:22]([CH3:23])[CH3:24])([CH3:25])[CH3:26].[S:11]1[C:12](=[S:13])[NH:14][C:15](=[O:16])[CH2:17]1.[c:1]1([CH:7]([NH2:8])[CH2:9][OH:10])[cH:2][cH:3][cH:4][cH:5][cH:6]1>>[c:1]1([CH:7]([NH:8][C:12]2=[N:14][C:15](=[O:16])[CH2:17][S:11]2)[CH2:9][OH:10])[cH:2][cH:3][cH:4][cH:5][cH:6]1. The reactants are O=S(Cl)Cl, O=C(O)c1c2ccccc2nc2ccccc12. The product is [Cl-], O=C(O)c1c2ccccc2nc2ccccc12. Reaction SMILES: [S:1]([Cl:2])([Cl:3])=[O:4].[cH:5]1[cH:6][cH:7][cH:8][c:9]2[n:10][c:11]3[cH:12][cH:13][cH:14][cH:15][c:16]3[c:17]([C:19](=[O:20])[OH:21])[c:18]12>>[Cl-:3].[cH:5]1[cH:6][cH:7][cH:8][c:9]2[n:10][c:11]3[cH:12][cH:13][cH:14][cH:15][c:16]3[c:17]([C:19](=[O:20])[OH:21])[c:18]12.